This data is from the Open Reaction Database (ORD), a public repository of structured organic reaction records. The task is: describe an organic reaction: reactants, conditions, products, and yield The yield is 72.2%. As a reaction SMILES: FC(F)(F)S(O[C:7]1[CH:15]=[CH:14][C:13]([C:16]2[N:17]([C:32]([O:34][C:35]([CH3:38])([CH3:37])[CH3:36])=[O:33])[C:18]3[C:23]([CH:24]=2)=[CH:22][C:21]([CH2:25][N:26]2[CH2:31][CH2:30][CH2:29][CH2:28][CH2:27]2)=[CH:20][CH:19]=3)=[C:12]2[C:8]=1[CH2:9][NH:10][C:11]2=[O:39])(=O)=O.[CH2:42]([O:45][CH3:46])[C:43]#[CH:44]>C(NCC)C.Cl[Pd](Cl)([P](C1C=CC=CC=1)(C1C=CC=CC=1)C1C=CC=CC=1)[P](C1C=CC=CC=1)(C1C=CC=CC=1)C1C=CC=CC=1.[Cu](I)I>[CH3:46][O:45][CH2:42][C:43]#[C:44][C:7]1[CH:15]=[CH:14][C:13]([C:16]2[N:17]([C:32]([O:34][C:35]([CH3:38])([CH3:36])[CH3:37])=[O:33])[C:18]3[C:23]([CH:24]=2)=[CH:22][C:21]([CH2:25][N:26]2[CH2:27][CH2:28][CH2:29][CH2:30][CH2:31]2)=[CH:20][CH:19]=3)=[C:12]2[C:8]=1[CH2:9][NH:10][C:11]2=[O:39] |^1:54,73|. Procedure details: In a similar manner to Step 2 of Example 161, 4-trifluoromethanesulfonyloxy-7-[1-(tert-butoxycarbonyl)-5-(piperidinomethyl)indol-2-yl]isoindolinone (400 mg, 0.674 mmol) was dissolved in diethylamine (16 mL), and the solution was treated with bis(triphenylphosphine)dichloropalladium (56.7 mg, 0.012 mmol), copper iodide (46.2 mg, 0.243 mmol) and methyl propargyl ether (0.398 mL, 4.72 mmol), followed by purification by preparative thin-layer chromatography (chloroform/methanol=6/1 to 8/1) to obtain... Starting materials: FC(S(=O)(=O)OC1=C2CNC(C2=C(C=C1)C=1N(C2=CC=C(C=C2C1)CN1CCCCC1)C(=O)OC(C)(C)C)=O)(F)F (4-trifluoromethanesulfonyloxy-7-[1-(tert-butoxycarbonyl)-5-(piperidinomethyl)indol-2-yl]isoindolinone), C(C#C)OC (methyl propargyl ether). Run in C(C)NCC (diethylamine). The reagents and catalysts are Cl[Pd]([P](C1=CC=CC=C1)(C2=CC=CC=C2)C3=CC=CC=C3)([P](C4=CC=CC=C4)(C5=CC=CC=C5)C6=CC=CC=C6)Cl (bis(triphenylphosphine)dichloropalladium), [Cu](I)I (copper iodide). Yields the product COCC#CC1=C2CNC(C2=C(C=C1)C=1N(C2=CC=C(C=C2C1)CN1CCCCC1)C(=O)OC(C)(C)C)=O (4-(3-methoxy-1-propinyl)-7-[1-(tert-butoxycarbonyl)-5-(piperidinomethyl)indol-2-yl]isoindolinone). Starting materials: OCC(=O)C1=CC(=C(C=C1)Cl)Cl (2-hydroxy-3′,4′-dichloroacetophenone), [C-]#N.[K+] (potassium cyanide), CC(C)O (2-propanol). Run in C(C)(=O)O (acetic acid). Reaction conditions: temperature 50 celsius, time 2 hour. Product: ClC=1C=C(C=CC1Cl)C=1NC(OC1)=O (4-(3′,4′-dichlorophenyl)-2-oxazolone). Yield: 52.0%. RXN SMILES: [OH:1][CH2:2][C:3]([C:5]1[CH:10]=[CH:9][C:8]([Cl:11])=[C:7]([Cl:12])[CH:6]=1)=O.[C-]#[N:14].[K+].C[CH:17]([OH:19])C>C(O)(=O)C>[Cl:12][C:7]1[CH:6]=[C:5]([C:3]2[NH:14][C:17](=[O:19])[O:1][CH:2]=2)[CH:10]=[CH:9][C:8]=1[Cl:11] |f:1.2|. Procedure: A mixture of 2-hydroxy-3′,4′-dichloroacetophenone (10.3 g), potassium cyanide (8.1 g) and 2-propanol (100 ml) was heated to 50° C., to which was added dropwise acetic acid (6.0 g) gradually and stirred at 50° C. for 2 hours. The reaction mixture was concentrated and poured into ice water (200 ml). The solid precipitates were filtered, washed with water, and air-dried to give crystals of 4-(3′,4′-dichlorophenyl)-2-oxazolone (6.0 g, 52%). Recrystallization from tetrahydrofuran-hexane gave pale yel... Reactants: C1CCOC1, CN1CCOCC1CO, [H-], O=C(Oc1ccc([N+](=O)[O-])cc1)N1CCN(c2ccc(F)cc2)CC1, [Na+], [Na+], O=C([O-])O. Yields the product CN1CCOCC1COC(=O)N1CCN(c2ccc(F)cc2)CC1. As a reaction SMILES: [CH2:42]1[O:43][CH2:44][CH2:45][CH2:46]1.[CH3:3][N:4]1[CH:5]([CH2:10][OH:11])[CH2:6][O:7][CH2:8][CH2:9]1.[H-:2].[N+:12]([c:13]1[cH:14][cH:15][c:16]([O:21][C:22](=[O:17])[N:24]2[CH2:25][CH2:26][N:27]([c:30]3[cH:31][cH:32][c:33]([F:36])[cH:34][cH:35]3)[CH2:28][CH2:29]2)[cH:18][cH:19]1)([O-:20])=[O:23].[Na+:1].[Na+:41].[O-:37][C:38]([OH:39])=[O:40]>>[CH3:3][N:4]1[CH:5]([CH2:10][O:11][C:22](=[O:21])[N:24]2[CH2:25][CH2:26][N:27]([c:30]3[cH:31][cH:32][c:33]([F:36])[cH:34][cH:35]3)[CH2:28][CH2:29]2)[CH2:6][O:7][CH2:8][CH2:9]1. The reactants are C(C)OC(=O)N1CCN(CC1)C([C@H](CCOCC1=CC=CC=C1)NC(=O)C1=NC2=CC(=CC=C2C(=C1)O)C)=O (4-{(S)-4-Benzyloxy-2-[(4-hydroxy-7-methyl-quinoline-2-carbonyl)-amino]-butyryl}-piperazine-1-carboxylic acid ethyl ester), C([O-])([O-])=O.[Cs+].[Cs+] (cesium carbonate), C(C)(C)(C)OC(CBr)=O (Bromo-acetic acid tert-butyl ester). The solvent is CN(C)C=O (DMF), O (water). Reaction conditions: time 2 hour. Yields the product C(C)OC(=O)N1CCN(CC1)C([C@H](CCOCC1=CC=CC=C1)NC(=O)C1=NC2=CC(=CC=C2C(=C1)OCC(=O)OC(C)(C)C)C)=O (4-{(S)-4-Benzyloxy-2-[(4-tert-butoxycarbonylmethoxy-7-methyl-quinoline-2-carbonyl)-amino]-butyryl}-piperazine-1-carboxylic acid ethyl ester). As a reaction SMILES: [CH2:1]([O:3][C:4]([N:6]1[CH2:11][CH2:10][N:9]([C:12](=[O:39])[C@@H:13]([NH:24][C:25]([C:27]2[CH:36]=[C:35]([OH:37])[C:34]3[C:29](=[CH:30][C:31]([CH3:38])=[CH:32][CH:33]=3)[N:28]=2)=[O:26])[CH2:14][CH2:15][O:16][CH2:17][C:18]2[CH:23]=[CH:22][CH:21]=[CH:20][CH:19]=2)[CH2:8][CH2:7]1)=[O:5])[CH3:2].C(=O)([O-])[O-].[Cs+].[Cs+].[C:46]([O:50][C:51](=[O:54])[CH2:52]Br)([CH3:49])([CH3:48])[CH3:47]>CN(C=O)C.O>[CH2:1]([O:3][C:4]([N:6]1[CH2:11][CH2:10][N:9]([C:12](=[O:39])[C@@H:13]([NH:24][C:25]([C:27]2[CH:36]=[C:35]([O:37][CH2:52][C:51]([O:50][C:46]([CH3:49])([CH3:48])[CH3:47])=[O:54])[C:34]3[C:29](=[CH:30][C:31]([CH3:38])=[CH:32][CH:33]=3)[N:28]=2)=[O:26])[CH2:14][CH2:15][O:16][CH2:17][C:18]2[CH:19]=[CH:20][CH:21]=[CH:22][CH:23]=2)[CH2:8][CH2:7]1)=[O:5])[CH3:2] |f:1.2.3|. Procedure details: To a solution of 1.8 g of 4-{(S)-4-Benzyloxy-2-[(4-hydroxy-7-methyl-quinoline-2-carbonyl)-amino]-butyryl}-piperazine-1-carboxylic acid ethyl ester in 20 ml of DMF, 1.2 g of cesium carbonate and 723 mg of Bromo-acetic acid tert-butyl ester was added and the reaction mixture was stirred for 2 h at RT. Then, the reaction mixture was diluted with water and extracted with ethyl acetate. The organic phase was dried over MgSO4 and the solvents were removed under reduced pressure. The crude product was ... Reactants: [H-].[Na+] (sodium hydride), ice water, ClC1=CC=C2CC[C@@H](C2=C1)O ((S)-6-chloroindan-1-ol), FC1=C(C#N)C(=CC=C1)F (2,6-difluorobenzonitrile). The solvent is CN(C=O)C (dimethylformamide), CN(C=O)C (dimethylformamide). Reaction conditions: time 1 hour. Product: FC1=C(C#N)C=C(C=C1)O[C@H]1CCC2=CC=C(C=C12)Cl (2-fluoro-5-((S)-6-chloroindan-1-yloxy)benzonitrile). Isolated yield 47.5%. Reaction SMILES: [Cl:1][C:2]1[CH:10]=[C:9]2[C:5]([CH2:6][CH2:7][C@@H:8]2[OH:11])=[CH:4][CH:3]=1.[H-].[Na+].[F:14][C:15]1[CH:22]=[CH:21][CH:20]=[C:19](F)[C:16]=1[C:17]#[N:18]>CN(C)C=O>[F:14][C:15]1[CH:22]=[CH:21][C:20]([O:11][C@@H:8]2[C:9]3[C:5](=[CH:4][CH:3]=[C:2]([Cl:1])[CH:10]=3)[CH2:6][CH2:7]2)=[CH:19][C:16]=1[C:17]#[N:18] |f:1.2|. Reported procedure: A solution of (S)-6-chloroindan-1-ol (0.45 g, 2.67 mmol) in dimethylformamide was added to a cooled (0° C.) slurry of sodium hydride (112 mg, 2.8 mmol) in dimethylformamide under nitrogen atmosphere. The reaction mixture was slowly warmed to room temperature, stirred for 1 hour. Again, cooled (0° C.), then a solution of 2,6-difluorobenzonitrile (0.41 g, 2.94 mmol) in dimethylfomamide was added, stirred overnight at room temperature. The reaction mixture was poured on crushed-ice water, stirred, ...